This data is from the Open Reaction Database (ORD), a public repository of structured organic reaction records. The task is: describe an organic reaction: reactants, conditions, products, and yield The reactants are CC1(OC(C(O1)=CC(=O)N(C)CC1=C(C=C(C=C1)F)S(=O)C)=O)C (2-(2,2-Dimethyl-5-oxo-[1,3]dioxolan-4-ylidene)-N-(4-fluoro-2-methanesulfinyl-benzyl)-N-methyl-acetamide), C=O (paraformaldehyde), NCCCC(=O)O (4-amino-butyric acid). The product is FC1=CC(=C(CN(C(=O)C2=C(C(N(C2)CCCC(=O)O)=O)O)C)C=C1)S(=O)C (4-{4-[(4-Fluoro-2-methanesulfinyl-benzyl)-methyl-carbamoyl]-3-hydroxy-2-oxo-2,5-dihydro-pyrrol-1-yl}-butyric acid). The yield is 18.0%. Reaction SMILES: CC1(C)[O:6][C:5](=[CH:7][C:8]([N:10]([CH2:12][C:13]2[CH:18]=[CH:17][C:16]([F:19])=[CH:15][C:14]=2[S:20]([CH3:22])=[O:21])[CH3:11])=[O:9])[C:4](=[O:23])O1.[CH2:25]=O.[NH2:27][CH2:28][CH2:29][CH2:30][C:31]([OH:33])=[O:32]>>[F:19][C:16]1[CH:17]=[CH:18][C:13]([CH2:12][N:10]([CH3:11])[C:8]([C:7]2[CH2:25][N:27]([CH2:28][CH2:29][CH2:30][C:31]([OH:33])=[O:32])[C:4](=[O:23])[C:5]=2[OH:6])=[O:9])=[C:14]([S:20]([CH3:22])=[O:21])[CH:15]=1. Procedure details: 2-(2,2-Dimethyl-5-oxo-[1,3]dioxolan-4-ylidene)-N-(4-fluoro-2-methanesulfinyl-benzyl)-N-methyl-acetamide was reacted with paraformaldehyde and 4-amino-butyric acid as described in Method 44B to give the title compound as a colorless oil (0.015 g, 18% yield). 1HNMR (300 MHz, CDCl3) δ: 7.76 (1H, dd, J=8.05, 2.20 Hz), 7.34 (1H, dd, J=8.41, 5.12 Hz), 7.19 (1H, td, J=8.05, 2.56 Hz), 4.85 (2H, d, J=15.01 Hz), 4.18 (2H, s), 3.58 (2H, t, J=5.86), 3.01 (3H, s), 2.76 (3H, s), 2.39 (2H, t, J=5.86 Hz), 1.95 ...